This data is from the Open Reaction Database (ORD), a public repository of structured organic reaction records. The task is: describe an organic reaction: reactants, conditions, products, and yield Starting materials: CCOC(=O)c1ccc(Nc2ccc([N+](=O)[O-])cc2[N+](=O)[O-])cc1, CCO, [Cl-], N, [NH4+], O. Yields the product CCOC(=O)c1ccc(Nc2ccc([N+](=O)[O-])cc2N)cc1. Reaction SMILES: [CH2:1]([CH3:2])[O:3][C:4]([c:5]1[cH:6][cH:7][c:8]([NH:11][c:12]2[c:13]([N+:21]([O-:22])=[O:23])[cH:14][c:15]([N+:18](=[O:19])[O-:20])[cH:16][cH:17]2)[cH:9][cH:10]1)=[O:24].[CH3:28][CH2:29][OH:30].[Cl-:25].[NH3:27].[NH4+:26].[OH2:31]>>[CH2:1]([CH3:2])[O:3][C:4]([c:5]1[cH:6][cH:7][c:8]([NH:11][c:12]2[c:13]([NH2:21])[cH:14][c:15]([N+:18](=[O:19])[O-:20])[cH:16][cH:17]2)[cH:9][cH:10]1)=[O:24]. Product: O=[N+]([O-])c1cc(S(=O)(=O)Nc2ccc(Br)cc2)ccc1Cl. As a reaction SMILES: [Br:15][c:16]1[cH:17][cH:18][c:19]([NH2:20])[cH:21][cH:22]1.[CH3:24][C:25](=[O:26])[O-:27].[CH3:28][C:29](=[O:30])[OH:31].[Cl:1][c:2]1[c:3]([N+:12](=[O:13])[O-:14])[cH:4][c:5]([S:8](=[O:9])(=[O:10])[Cl:11])[cH:6][cH:7]1.[Na+:23]>>[Cl:1][c:2]1[c:3]([N+:12](=[O:13])[O-:14])[cH:4][c:5]([S:8](=[O:9])(=[O:10])[NH:20][c:19]2[cH:18][cH:17][c:16]([Br:15])[cH:22][cH:21]2)[cH:6][cH:7]1. The reactants are Nc1ccc(Br)cc1, CC(=O)[O-], CC(=O)O, O=[N+]([O-])c1cc(S(=O)(=O)Cl)ccc1Cl, [Na+]. Starting materials: N(CC(=O)ON1C(=O)CCC1=O)C(=O)OCC1=CC=CC=C1 (Z-Gly-OSu), N[C@@H](CC(OC(C)(C)C)=O)C(=O)N[C@@H](C(C)C)C(=O)OC(C)(C)C (H-Asp(OtBu)-Val-OtBu). Solvent: C(C)(=O)OCC (ethyl acetate). Product: N(CC(=O)N[C@@H](CC(OC(C)(C)C)=O)C(=O)N[C@@H](C(C)C)C(=O)OC(C)(C)C)C(=O)OCC1=CC=CC=C1 (Z-Gly-Asp(OtBu)-Val-OtBu). The yield is 87.0%. RXN SMILES: [NH:1]([C:13]([O:15][CH2:16][C:17]1[CH:22]=[CH:21][CH:20]=[CH:19][CH:18]=1)=[O:14])[CH2:2][C:3]([O:5]N1C(=O)CCC1=O)=O.[NH2:23][C@H:24]([C:33]([NH:35][C@H:36]([C:40]([O:42][C:43]([CH3:46])([CH3:45])[CH3:44])=[O:41])[CH:37]([CH3:39])[CH3:38])=[O:34])[CH2:25][C:26](=[O:32])[O:27][C:28]([CH3:31])([CH3:30])[CH3:29]>C(OCC)(=O)C>[NH:1]([C:13]([O:15][CH2:16][C:17]1[CH:18]=[CH:19][CH:20]=[CH:21][CH:22]=1)=[O:14])[CH2:2][C:3]([NH:23][C@H:24]([C:33]([NH:35][C@H:36]([C:40]([O:42][C:43]([CH3:44])([CH3:45])[CH3:46])=[O:41])[CH:37]([CH3:39])[CH3:38])=[O:34])[CH2:25][C:26](=[O:32])[O:27][C:28]([CH3:29])([CH3:30])[CH3:31])=[O:5]. Procedure: By coupling Z-Gly-OSu and H-Asp(OtBu)-Val-OtBu there is obtained Z-Gly-Asp(OtBu)-Val-OtBu, m.p.132° C. (ethyl acetate), yield: 87%. The reactants are O=CCn1c(=O)c(Br)cc2ccccc21, CC(=O)O[BH-](OC(C)=O)OC(C)=O, O=C([O-])O, CC(=O)O, ClC(Cl)Cl, [Na+], [Na+], CC(C)(C)OC(=O)N(Cc1ccc2c(c1)OCCO2)C1CCNCC1. The product is CC(C)(C)OC(=O)N(Cc1ccc2c(c1)OCCO2)C1CCN(CCn2c(=O)c(Br)cc3ccccc32)CC1. Reaction SMILES: [Br:26][c:27]1[c:28](=[O:40])[n:29]([CH2:37][CH:38]=[O:39])[c:30]2[cH:31][cH:32][cH:33][cH:34][c:35]2[cH:36]1.[C:41]([O:42][BH-:43]([O:44][C:45](=[O:46])[CH3:47])[O:48][C:49](=[O:50])[CH3:51])(=[O:52])[CH3:53].[C:55](=[O:56])([O-:57])[OH:58].[CH3:60][C:61](=[O:62])[OH:63].[CH:64]([Cl:65])([Cl:66])[Cl:67].[Na+:54].[Na+:59].[O:1]1[CH2:2][CH2:3][O:4][c:5]2[c:6]1[cH:7][cH:8][c:9]([CH2:11][N:12]([C:13]([O:14][C:15]([CH3:16])([CH3:17])[CH3:18])=[O:19])[CH:20]1[CH2:21][CH2:22][NH:23][CH2:24][CH2:25]1)[cH:10]2>>[O:1]1[CH2:2][CH2:3][O:4][c:5]2[c:6]1[cH:7][cH:8][c:9]([CH2:11][N:12]([C:13]([O:14][C:15]([CH3:16])([CH3:17])[CH3:18])=[O:19])[CH:20]1[CH2:21][CH2:22][N:23]([CH2:38][CH2:37][n:29]3[c:28](=[O:40])[c:27]([Br:26])[cH:36][c:35]4[c:30]3[cH:31][cH:32][cH:33][cH:34]4)[CH2:24][CH2:25]1)[cH:10]2.